Dataset: the Open Reaction Database (ORD), a public repository of structured organic reaction records. Task: describe an organic reaction: reactants, conditions, products, and yield Starting materials: CN (methyl amine), Cl (HCl), C(C(=O)Cl)(=O)Cl (Oxalyl chloride), C(#N)C=1C=C(C=CC1)C(CC(=O)O)CCC1=CC=C(C=C1)C#N (3-(3-cyanophenyl)-5-(4-cyanophenyl)pentanoic acid). The solvent is O (water), C(C)(=O)OCC (ethyl acetate), C(Cl)Cl (methylene chloride), C(Cl)Cl (methylene chloride). Reaction conditions: time 2 hour. Yields the product C(#N)C1=CC=C(C=C1)CCC(CC(=O)NC)C1=CC(=CC=C1)C#N (4-(cyano)-beta-(3-cyanophenyl)-N-methylbenzenepentanamide). Yield: 46.0%. As a reaction SMILES: C(Cl)(=O)C(Cl)=O.[C:7]([C:9]1[CH:10]=[C:11]([CH:15]([CH2:20][CH2:21][C:22]2[CH:27]=[CH:26][C:25]([C:28]#[N:29])=[CH:24][CH:23]=2)[CH2:16][C:17]([OH:19])=O)[CH:12]=[CH:13][CH:14]=1)#[N:8].[CH3:30][NH2:31].Cl>C(Cl)Cl.O.C(OCC)(=O)C>[C:28]([C:25]1[CH:24]=[CH:23][C:22]([CH2:21][CH2:20][CH:15]([C:11]2[CH:12]=[CH:13][CH:14]=[C:9]([C:7]#[N:8])[CH:10]=2)[CH2:16][C:17]([NH:31][CH3:30])=[O:19])=[CH:27][CH:26]=1)#[N:29]. Reported procedure: Part A. Oxalyl chloride was added to a solution of 3-(3-cyanophenyl)-5-(4-cyanophenyl)pentanoic acid (0.25 gm, 0.82 mmol) in 10 mLs methylene chloride under a nitrogen atmosphere at ambient temperature. The reaction was stirred for 2 hrs and was concentrated in vacuo to give a semi solid residue. The residue was taken up in 5 mLs methylene chloride and 40% methyl amine in water (5 mLs) was added. The reaction was stirred vigorously for 2 hrs and then was partioned between 1N HCl and ethyl acetat... The reactants are Cl.NO (hydroxylamine hydrochloride), [OH-].[Na+] (sodium hydroxide), ClC=1C(=NC=NC1C)NCCOC1=C(C=C(C=C1)CC=O)C (5-chloro-4-[2-(4-formylmethyl-2-methylphenoxy)ethylamino]-6-methylpyrimidine). Run in O (water), O (water), O (water), C(C)O (ethanol). Reaction conditions: time 2 hour. Product: ClC=1C(=NC=NC1C)NCCOC1=C(C=C(C=C1)CC=NO)C (5-chloro-4-{2-[4-(2-hydroxyiminoethyl)-2-methylphenoxy]ethylamino}-6-methylpyrimidine). Isolated yield 82.8%. Reaction SMILES: [Cl:1][C:2]1[C:3]([NH:9][CH2:10][CH2:11][O:12][C:13]2[CH:18]=[CH:17][C:16]([CH2:19][CH:20]=O)=[CH:15][C:14]=2[CH3:22])=[N:4][CH:5]=[N:6][C:7]=1[CH3:8].Cl.[NH2:24][OH:25].[OH-].[Na+]>C(O)C.O>[Cl:1][C:2]1[C:3]([NH:9][CH2:10][CH2:11][O:12][C:13]2[CH:18]=[CH:17][C:16]([CH2:19][CH:20]=[N:24][OH:25])=[CH:15][C:14]=2[CH3:22])=[N:4][CH:5]=[N:6][C:7]=1[CH3:8] |f:1.2,3.4|. Reported procedure: 6.0 g of 5-chloro-4-[2-(4-formylmethyl-2-methylphenoxy)ethylamino]-6-methylpyrimidine were dissolved in 50 ml of ethanol, and a solution of 1.4 g of hydroxylamine hydrochloride in 5 ml of water was added thereto. Subsequently, a solution of 0.8 g of sodium hydroxide in 5 ml of water was added dropwise to the mixture. After completion of the dropwise addition, the mixture was stirred at room temperature for 2 hours. It was then poured into water. Crystals precipitated, and these were collected by... The reactants are C(C)(C)(C)OC(C(C)(C)SC=1SC=C(N1)CCOC=1N=NC(=CC1)C1=CC=C(C=C1)F)=O (2-{[4-(2-{[6-(4-fluorophenyl)pyridazin-3-yl]oxy}ethyl)-1,3-thiazol-2-yl]thio}-2-methylpropionic acid tert-butyl ester), FC(C(=O)O)(F)F (trifluoroacetic acid). Solvent: ClCCl (dichloromethane). Reaction conditions: time 12 hour. The product is FC1=CC=C(C=C1)C1=CC=C(N=N1)OCCC=1N=C(SC1)SC(C(=O)O)(C)C (2-{[4-(2-{[6-(4-fluorophenyl)pyridazin-3-yl]oxy}ethyl)-1,3-thiazol-2-yl]thio}-2-methylpropionic acid). Yield: 82.2%. RXN SMILES: C([O:5][C:6](=[O:32])[C:7]([S:10][C:11]1[S:12][CH:13]=[C:14]([CH2:16][CH2:17][O:18][C:19]2[N:20]=[N:21][C:22]([C:25]3[CH:30]=[CH:29][C:28]([F:31])=[CH:27][CH:26]=3)=[CH:23][CH:24]=2)[N:15]=1)([CH3:9])[CH3:8])(C)(C)C.FC(F)(F)C(O)=O>ClCCl>[F:31][C:28]1[CH:27]=[CH:26][C:25]([C:22]2[N:21]=[N:20][C:19]([O:18][CH2:17][CH2:16][C:14]3[N:15]=[C:11]([S:10][C:7]([CH3:9])([CH3:8])[C:6]([OH:32])=[O:5])[S:12][CH:13]=3)=[CH:24][CH:23]=2)=[CH:30][CH:29]=1. Reported procedure: 2-{[4-(2-{[6-(4-Fluorophenyl)pyridazin-3-yl]oxy}ethyl)-1,3-thiazol-2-yl]thio}-2-methylpropionic acid tert-butyl ester (400 mg) obtained in Example 123-2 was dissolved in dichloromethane (2 mL), trifluoroacetic acid (2 mL) was added, and the mixture was stirred at room temperature for 12 hr. The reaction mixture was concentrated under reduced pressure, and the residue was purified by silica gel chromatography (elution solvent; hexane:ethyl acetate=1:1 to 0:1) to give the title compound (290 mg) a... As a reaction SMILES: [C:19]([Cl:20])(=[O:21])[C:22]([CH3:23])([CH3:24])[CH3:25].[CH2:1]([CH2:2][CH2:3][CH3:4])[C:5]([C:6](=[O:7])[OH:8])=[CH2:9].[CH2:26]([c:27]1[cH:28][cH:29][cH:30][cH:31][cH:32]1)[CH:33]1[NH:34][C:35](=[O:38])[O:36][CH2:37]1.[CH2:39]([Li:40])[CH2:41][CH2:42][CH3:43].[CH2:44]1[O:45][CH2:46][CH2:47][CH2:48]1.[CH:10]([N:11]([CH2:12][CH3:13])[CH:14]([CH3:15])[CH3:16])([CH3:17])[CH3:18]>>[CH2:1]([CH2:2][CH2:3][CH3:4])[C:5]([C:6](=[O:8])[N:34]1[CH:33]([CH2:26][c:27]2[cH:28][cH:29][cH:30][cH:31][cH:32]2)[CH2:37][O:36][C:35]1=[O:38])=[CH2:9]. The product is C=C(CCCC)C(=O)N1C(=O)OCC1Cc1ccccc1. Starting materials: CC(C)(C)C(=O)Cl, C=C(CCCC)C(=O)O, O=C1NC(Cc2ccccc2)CO1, [Li]CCCC, C1CCOC1, CCN(C(C)C)C(C)C. Solvent: C1(=CC=CC=C1)C (toluene). Isolated yield 85.3%. Conditions: time 22 hour. Starting materials: OC(C)C1=NC=CN=C1 (2-(1-hydroxyethyl)pyrazine), C1(=CC=CC=C1)P(=O)(C1=CC=CC=C1)N=[N+]=[N-] (diphenylphosphoryl azide), N12CCCCCC2=NCCC1 (1,8-diazabicyclo[5.4.0]undec-7-ene). Procedure: To a stirred solution of 2-(1-hydroxyethyl)pyrazine (0.859 g) and diphenylphosphoryl azide (2.48 g) in dry toluene (12 mL) at 0° C., under argon, was added 1,8-diazabicyclo[5.4.0]undec-7-ene (1.35 mL) dropwise. The resulting mixture was allowed to warm slowly to room temperature and stirred for 22 h then quenched with water (8 mL). The organic layer was removed and the aqueous phase extracted with 10 mL ethyl acetate. The combined extracts were concentrated, and the crude product was purified by... The product is N(=[N+]=[N-])C(C)C1=NC=CN=C1 (2-(1-azidoethyl)pyrazine). RXN SMILES: O[CH:2]([C:4]1[CH:9]=[N:8][CH:7]=[CH:6][N:5]=1)[CH3:3].C1(P([N:24]=[N+:25]=[N-:26])(C2C=CC=CC=2)=O)C=CC=CC=1.N12CCCN=C1CCCCC2>C1(C)C=CC=CC=1>[N:24]([CH:2]([C:4]1[CH:9]=[N:8][CH:7]=[CH:6][N:5]=1)[CH3:3])=[N+:25]=[N-:26]. Starting materials: OC1=C(CO)C=CC=C1C1=CC=CC=C1 (2-hydroxy-3-phenylbenzyl alcohol), ClC=1C(C(=C(C(C1Cl)=O)C#N)C#N)=O (2,3- dichloro-5,6-dicyano-1,4-benzoquinone), C(C)(=O)OCC (ethyl acetate), CCCCCC (hexane). The solvent is O1CCOCC1 (dioxane). Conditions: time 2 hour. Yields the product C1(=CC=CC=C1)C1=C(C(C=O)=CC=C1)O (3-phenylsalicylaldehyde). Yield: 82.2%. As a reaction SMILES: [OH:1][C:2]1[C:9]([C:10]2[CH:15]=[CH:14][CH:13]=[CH:12][CH:11]=2)=[CH:8][CH:7]=[CH:6][C:3]=1[CH2:4][OH:5].ClC1C(=O)C(C#N)=C(C#N)C(=O)C=1Cl.CCCCCC.C(OCC)(=O)C>O1CCOCC1>[C:10]1([C:9]2[CH:8]=[CH:7][CH:6]=[C:3]([CH:4]=[O:5])[C:2]=2[OH:1])[CH:11]=[CH:12][CH:13]=[CH:14][CH:15]=1. Procedure: To a solution of 2-hydroxy-3-phenylbenzyl alcohol (2.00 g, 10 mmol) in dioxane (100 ml) was added 2,3- dichloro-5,6-dicyano-1,4-benzoquinone (DDQ) (2.50 g, 11 ml) at room temperature. The reaction mixture immediately became a black solution. This solution was stirred at room temperature for 2 hours and further heated under refluxing for 2 hours. The solvent was removed under reduced pressure to obtain deep-black oily residue. This was subjected to silica gel column chromatography (eluent; hexane...